This data is from the Open Reaction Database (ORD), a public repository of structured organic reaction records. The task is: describe an organic reaction: reactants, conditions, products, and yield The reactants are Cc1cccc(Br)n1, NN, O. Product: Cc1cccc(NN)n1. Reaction SMILES: [Br:1][c:2]1[n:3][c:4]([CH3:8])[cH:5][cH:6][cH:7]1.[NH2:10][NH2:11].[OH2:9]>>[c:2]1([NH:10][NH2:11])[n:3][c:4]([CH3:8])[cH:5][cH:6][cH:7]1. Reactants: C(C)OC(CC(CCCCC)C1=C(C(=CC=C1)OC)OC)=O (3-(2, 3-dimethoxyphenyl) octanoic acid ethyl ester), [N+](=O)(O)[O-] (nitric acid). Run in O (water). Reaction conditions: time 2 hour. Yields the product C(C)OC(CC(CCCCC)C1=C(C(=CC(=C1)[N+](=O)[O-])OC)OC)=O (3-(2, 3-dimethoxy-5-nitropheyl) octanoic acid ethyl ester). Reaction SMILES: [CH2:1]([O:3][C:4](=[O:22])[CH2:5][CH:6]([C:12]1[CH:17]=[CH:16][CH:15]=[C:14]([O:18][CH3:19])[C:13]=1[O:20][CH3:21])[CH2:7][CH2:8][CH2:9][CH2:10][CH3:11])[CH3:2].[N+:23]([O-])([OH:25])=[O:24]>O>[CH2:1]([O:3][C:4](=[O:22])[CH2:5][CH:6]([C:12]1[CH:17]=[C:16]([N+:23]([O-:25])=[O:24])[CH:15]=[C:14]([O:18][CH3:19])[C:13]=1[O:20][CH3:21])[CH2:7][CH2:8][CH2:9][CH2:10][CH3:11])[CH3:2]. Reported procedure: A mixture of 1.13 g (3.66 mmol) of 3-(2, 3-dimethoxyphenyl) octanoic acid ethyl ester and 3 ml of 60% nitric acid was stirred at room temperature for 2 hours. The reaction mixture was mixed with water and extracted with ethyl acetate. The organic layer was washed with saturated saline, dried over anhydrous magnesium sulfate and the solvent evaporated in vacuo. The residue was chromatographed on a silica gel column, eluting with ethyl acetate/hexane (1/5) to give 1.15 g of 3-(2, 3-dimethoxy-5-nit... Reactants: O=C([O-])[O-], CCCOc1ccc(CCCOS(C)(=O)=O)cc1, CCOC(C)=O, [K+], [K+], CN(C)C=O, COC(=O)C1=Cc2cc(O)ccc2S(=O)(=O)CC1. The product is CCCOc1ccc(CCCOc2ccc3c(c2)C=C(C(=O)OC)CCS3(=O)=O)cc1. RXN SMILES: [C:37](=[O:38])([O-:39])[O-:40].[CH3:19][S:20]([O:21][CH2:24][CH2:25][CH2:26][c:27]1[cH:28][cH:29][c:30]([O:33][CH2:34][CH2:35][CH3:36])[cH:31][cH:32]1)(=[O:22])=[O:23].[CH3:48][CH2:49][O:50][C:51](=[O:52])[CH3:53].[K+:41].[K+:42].[O:43]=[CH:44][N:45]([CH3:46])[CH3:47].[OH:1][c:2]1[cH:3][cH:4][c:5]2[c:6]([cH:18]1)[CH:7]=[C:8]([C:14](=[O:15])[O:16][CH3:17])[CH2:9][CH2:10][S:11]2(=[O:12])=[O:13]>>[O:1]([c:2]1[cH:3][cH:4][c:5]2[c:6]([cH:18]1)[CH:7]=[C:8]([C:14](=[O:15])[O:16][CH3:17])[CH2:9][CH2:10][S:11]2(=[O:12])=[O:13])[CH2:24][CH2:25][CH2:26][c:27]1[cH:28][cH:29][c:30]([O:33][CH2:34][CH2:35][CH3:36])[cH:31][cH:32]1.